This data is from the Open Reaction Database (ORD), a public repository of structured organic reaction records. The task is: describe an organic reaction: reactants, conditions, products, and yield Reactants: COC(C1=CC(=CC(=C1)Cl)OCCN(C1=CC=NC=C1)C(=O)OC(C)(C)C)=O (3-[2-(tert-butoxycarbonyl-pyridin-4-yl-amino)-ethoxy]-5-chloro-benzoic acid methyl ester), Cl (hydrochloric acid), [OH-].[Na+] (sodium hydroxide). Solvent: O1CCOCC1 (1,4-dioxane), O (water). Run at time 20 hour. Yields the product C(C)(C)(C)OC(=O)N(CCOC=1C=C(C(=O)O)C=C(C1)Cl)C1=CC=NC=C1 (3-[2-(tert-Butoxycarbonyl-pyridin-4-yl-amino)-ethoxy]-5-chloro-benzoic acid). Isolated yield 57.1%. RXN SMILES: C[O:2][C:3](=[O:28])[C:4]1[CH:9]=[C:8]([Cl:10])[CH:7]=[C:6]([O:11][CH2:12][CH2:13][N:14]([C:21]([O:23][C:24]([CH3:27])([CH3:26])[CH3:25])=[O:22])[C:15]2[CH:20]=[CH:19][N:18]=[CH:17][CH:16]=2)[CH:5]=1.[OH-].[Na+].Cl>O1CCOCC1.O>[C:24]([O:23][C:21]([N:14]([C:15]1[CH:16]=[CH:17][N:18]=[CH:19][CH:20]=1)[CH2:13][CH2:12][O:11][C:6]1[CH:5]=[C:4]([CH:9]=[C:8]([Cl:10])[CH:7]=1)[C:3]([OH:28])=[O:2])=[O:22])([CH3:27])([CH3:25])[CH3:26] |f:1.2|. Procedure: To a stirred solution of 3-[2-(tert-butoxycarbonyl-pyridin-4-yl-amino)-ethoxy]-5-chloro-benzoic acid methyl ester (0.58 g) in a mixture of 1,4-dioxane (5 ml) and water (5 ml) was added 2M sodium hydroxide solution (0.72 ml). The reaction mixture was stirred at room temperature for 20 h, acidified by the addition of 2M hydrochloric acid (0.75 ml) and then concentrated under reduced pressure. The residue was partitioned between ethyl acetate and water, the aqueous layer removed and the organic pha... The reactants are CN1CC2=C(N(C=3C=CC=CC23)CC(O)C2=CC=C(C=C2)C)CC1 (2-(1,2,3,4-Tetrahydro-2-methylpyrido[4,3-b]indol-5-yl)-1-p-tolylethanol), S(O)(O)(=O)=O (sulfuric acid), [OH-].[K+] (KOH). Reaction conditions: temperature 5 celsius. The product is CN1CC2=C(N(C=3C=CC=CC23)C=CC2=CC=C(C=C2)C)CC1 (2-(1,2,3,4-tetrahydro-2-methylpyrido[4,3-b]indol-5-yl)-1-p-tolylethene). Reaction SMILES: [CH3:1][N:2]1[CH2:24][CH2:23][C:5]2[N:6]([CH2:13][CH:14]([C:16]3[CH:21]=[CH:20][C:19]([CH3:22])=[CH:18][CH:17]=3)O)[C:7]3[CH:8]=[CH:9][CH:10]=[CH:11][C:12]=3[C:4]=2[CH2:3]1.S(=O)(=O)(O)O.[OH-].[K+]>>[CH3:1][N:2]1[CH2:24][CH2:23][C:5]2[N:6]([CH:13]=[CH:14][C:16]3[CH:17]=[CH:18][C:19]([CH3:22])=[CH:20][CH:21]=3)[C:7]3[CH:8]=[CH:9][CH:10]=[CH:11][C:12]=3[C:4]=2[CH2:3]1 |f:2.3|. Procedure details: 2-(1,2,3,4-Tetrahydro-2-methylpyrido[4,3-b]indol-5-yl)-1-p-tolylethanol (1 equiv.) is refluxed with 25% sulfuric acid for 2 h. The reaction mixture is cooled to 5° C. with an ice-water bath. KOH (15% aq. solution) is added dropwise to the reaction mixture until pH 9-10 is achieved. The reaction mixture is extracted with EtOAc. The combined organic layers are washed with water followed by brine, dried over sodium sulfate and evaporated under vacuum. The crude product is purified by column chromat...